From a dataset of the Open Reaction Database (ORD), a public repository of structured organic reaction records. describe an organic reaction: reactants, conditions, products, and yield Starting materials: COC(=O)C=Cc1ccc2c(c1)C(=O)N(C)C1(CCN(C(=O)OC(C)(C)C)CC1)O2, ClCCl, Cl, C1COCCO1. Yields the product COC(=O)C=Cc1ccc2c(c1)C(=O)N(C)C1(CCNCC1)O2, Cl. RXN SMILES: [CH3:1][O:2][C:3]([CH:4]=[CH:5][c:6]1[cH:7][cH:8][c:9]2[c:10]([cH:29]1)[C:11](=[O:28])[N:12]([CH3:27])[C:13]1([O:14]2)[CH2:15][CH2:16][N:17]([C:20]([O:21][C:22]([CH3:23])([CH3:24])[CH3:25])=[O:26])[CH2:18][CH2:19]1)=[O:30].[Cl:38][CH2:39][Cl:40].[ClH:31].[O:32]1[CH2:33][CH2:34][O:35][CH2:36][CH2:37]1>>[CH3:1][O:2][C:3]([CH:4]=[CH:5][c:6]1[cH:7][cH:8][c:9]2[c:10]([cH:29]1)[C:11](=[O:28])[N:12]([CH3:27])[C:13]1([O:14]2)[CH2:15][CH2:16][NH:17][CH2:18][CH2:19]1)=[O:30].[ClH:31].